From a dataset of the Open Reaction Database (ORD), a public repository of structured organic reaction records. describe an organic reaction: reactants, conditions, products, and yield The reactants are C1CCNCC1, Cc1ccccc1, O=CO, Nc1c(NCCCOc2cccc(C=O)c2)c(=O)c1=O, O. Product: Nc1c(NCCCOc2cccc(CN3CCCCC3)c2)c(=O)c1=O. As a reaction SMILES: [CH2:21]1[CH2:22][CH2:23][NH:24][CH2:25][CH2:26]1.[CH3:31][c:32]1[cH:33][cH:34][cH:35][cH:36][cH:37]1.[CH:27]([OH:28])=[O:29].[NH2:1][c:2]1[c:3]([NH:8][CH2:9][CH2:10][CH2:11][O:12][c:13]2[cH:14][c:15]([CH:19]=[O:20])[cH:16][cH:17][cH:18]2)[c:4](=[O:7])[c:5]1=[O:6].[OH2:30]>>[NH2:1][c:2]1[c:3]([NH:8][CH2:9][CH2:10][CH2:11][O:12][c:13]2[cH:14][c:15]([CH2:19][N:24]3[CH2:23][CH2:22][CH2:21][CH2:26][CH2:25]3)[cH:16][cH:17][cH:18]2)[c:4](=[O:7])[c:5]1=[O:6]. Reactants: CC(C)=O, COC(=O)Cc1cccc(-c2ccco2)c1, [K+], [Na+], [OH-], [OH-], O. The product is O=C(O)Cc1cccc(-c2ccco2)c1. As a reaction SMILES: [CH3:19][C:20](=[O:21])[CH3:22].[CH3:1][O:2][C:3]([CH2:4][c:5]1[cH:6][c:7](-[c:11]2[o:12][cH:13][cH:14][cH:15]2)[cH:8][cH:9][cH:10]1)=[O:16].[K+:18].[Na+:25].[OH-:17].[OH-:24].[OH2:23]>>[O:2]=[C:3]([CH2:4][c:5]1[cH:6][c:7](-[c:11]2[o:12][cH:13][cH:14][cH:15]2)[cH:8][cH:9][cH:10]1)[OH:16]. The reactants are Cl (HCl), C(C)(C)OC(=O)N1CCC(CC1)N1N=CC=2C1=NC=NC2OC=2C(=NC=CC2)C (4-[4-(2-Methyl-pyridin-3-yloxy)-pyrazolo[3,4-d]pyrimidin-1-yl]-piperidine-1-carboxylic acid isopropyl ester). The solvent is CCOCC (ether), CCOCC (ether). Run at time 10 minute. The product is Cl.C(C)(C)OC(=O)N1CCC(CC1)N1N=CC=2C1=NC=NC2OC=2C(=NC=CC2)C (4-[4-(2-methyl-pyridin-3-yloxy)-pyrazolo[3,4-d]pyrimidin-1-yl]-piperidine-1-carboxylic acid isopropyl ester hydrochloride salt). Isolated yield 79.0%. Reaction SMILES: [ClH:1].[CH:2]([O:5][C:6]([N:8]1[CH2:13][CH2:12][CH:11]([N:14]2[C:18]3=[N:19][CH:20]=[N:21][C:22]([O:23][C:24]4[C:25]([CH3:30])=[N:26][CH:27]=[CH:28][CH:29]=4)=[C:17]3[CH:16]=[N:15]2)[CH2:10][CH2:9]1)=[O:7])([CH3:4])[CH3:3]>CCOCC>[ClH:1].[CH:2]([O:5][C:6]([N:8]1[CH2:9][CH2:10][CH:11]([N:14]2[C:18]3=[N:19][CH:20]=[N:21][C:22]([O:23][C:24]4[C:25]([CH3:30])=[N:26][CH:27]=[CH:28][CH:29]=4)=[C:17]3[CH:16]=[N:15]2)[CH2:12][CH2:13]1)=[O:7])([CH3:4])[CH3:3] |f:3.4|. Procedure: HCl (Sigma Aldrich Chemical Company, Inc., Milwaukee, Wis., USA 2M in ether; 0.43 mL, 0.86 mmol) was added to a solution of 4-[4-(2-Methyl-pyridin-3-yloxy)-pyrazolo[3,4-d]pyrimidin-1-yl]-piperidine-1-carboxylic acid isopropyl ester (170 mg, 0.43 mmol) in anhydrous ether (2 mL). The resulting mixture was shaken at room temperature for 10 min. The solvent was evaporated under high vacuum to give a white powder which still contained some ether by NMR. The solid was ground to a fine powder using a s... The reactants are N#CCBr, C1CCOC1, CC(C)(C)[O-], [Li+], NC1(CO)c2cc(Br)ccc2Oc2c1cc(Cl)nc2F. Product: N#CCOCC1(N)c2cc(Br)ccc2Oc2c1cc(Cl)nc2F. Reaction SMILES: [Br:27][CH2:28][C:29]#[N:30].[CH2:31]1[O:32][CH2:33][CH2:34][CH2:35]1.[CH3:21][C:22]([CH3:23])([O-:24])[CH3:25].[Li+:26].[NH2:1][C:2]1([CH2:19][OH:20])[c:3]2[cH:4][c:5]([Br:18])[cH:6][cH:7][c:8]2[O:9][c:10]2[c:11]([F:17])[n:12][c:13]([Cl:16])[cH:14][c:15]21>>[NH2:1][C:2]1([CH2:19][O:20][CH2:28][C:29]#[N:30])[c:3]2[cH:4][c:5]([Br:18])[cH:6][cH:7][c:8]2[O:9][c:10]2[c:11]([F:17])[n:12][c:13]([Cl:16])[cH:14][c:15]21. The reactants are O=C=Nc1ccc(OC(F)(F)F)c(Cl)c1, CC1NCCN(CCCC(=O)N2CCC3(CC3)C(O)C2)C1=O. Product: CC1C(=O)N(CCCC(=O)N2CCC3(CC3)C(O)C2)CCN1C(=O)Nc1ccc(OC(F)(F)F)c(Cl)c1. RXN SMILES: [Cl:23][c:24]1[c:25]([O:33][C:34]([F:35])([F:36])[F:37])[cH:26][cH:27][c:28]([N:30]=[C:31]=[O:32])[cH:29]1.[OH:1][CH:2]1[C:3]2([CH2:4][CH2:5]2)[CH2:6][CH2:7][N:8]([C:10]([CH2:11][CH2:12][CH2:13][N:14]2[C:15](=[O:21])[CH:16]([CH3:20])[NH:17][CH2:18][CH2:19]2)=[O:22])[CH2:9]1>>[OH:1][CH:2]1[C:3]2([CH2:4][CH2:5]2)[CH2:6][CH2:7][N:8]([C:10]([CH2:11][CH2:12][CH2:13][N:14]2[C:15](=[O:21])[CH:16]([CH3:20])[N:17]([C:31]([NH:30][c:28]3[cH:27][cH:26][c:25]([O:33][C:34]([F:35])([F:36])[F:37])[c:24]([Cl:23])[cH:29]3)=[O:32])[CH2:18][CH2:19]2)=[O:22])[CH2:9]1. Yields the product CC(C(=O)O)C(O)CCCCc1ccccc1. The reactants are CC(C(=O)N1C(=O)OCC1Cc1ccccc1)C(O)CCCCc1ccccc1, [Li+], [Na+], [Na+], [OH-], O, O, OO, O=S([O-])[O-]. As a reaction SMILES: [CH2:1]([CH:2]1[CH2:3][O:4][C:5](=[O:6])[N:7]1[C:14]([CH:15]([CH:16]([CH2:17][CH2:18][CH2:19][CH2:20][c:21]1[cH:22][cH:23][cH:24][cH:25][cH:26]1)[OH:27])[CH3:28])=[O:29])[c:8]1[cH:9][cH:10][cH:11][cH:12][cH:13]1.[Li+:34].[Na+:39].[Na+:40].[OH-:33].[OH2:32].[OH2:41].[OH:30][OH:31].[S:35](=[O:36])([O-:37])[O-:38]>>[C:14]([CH:15]([CH:16]([CH2:17][CH2:18][CH2:19][CH2:20][c:21]1[cH:22][cH:23][cH:24][cH:25][cH:26]1)[OH:27])[CH3:28])([OH:29])=[O:36]. Reactants: CCO, CI, [K+], [OH-], O, c1ccc2[nH]cnc2c1. Product: Cn1cnc2ccccc21. Reaction SMILES: [CH3:14][CH2:15][OH:16].[CH3:1][I:2].[K+:4].[OH-:3].[OH2:17].[n:5]1[cH:6][nH:7][c:8]2[c:9]1[cH:10][cH:11][cH:12][cH:13]2>>[CH3:1][n:5]1[cH:6][n:7][c:8]2[c:9]1[cH:10][cH:11][cH:12][cH:13]2. Conditions: time 1 hour. As a reaction SMILES: N1C=CC=CC=1.O[CH2:8][C:9]1[CH:24]=[CH:23][CH:22]=[CH:21][C:10]=1[CH:11]=[CH:12][CH2:13][O:14][C:15]1[CH:20]=[CH:19][CH:18]=[CH:17][CH:16]=1.S(Cl)([Cl:27])=O>C(Cl)(Cl)Cl>[Cl:27][CH2:8][C:9]1[CH:24]=[CH:23][CH:22]=[CH:21][C:10]=1[CH:11]=[CH:12][CH2:13][O:14][C:15]1[CH:20]=[CH:19][CH:18]=[CH:17][CH:16]=1. Yields the product ClCC1=C(C=CCOC2=CC=CC=C2)C=CC=C1 (o-chloromethylphenoxy methylstyrene). Procedure: 47.4 g (0.6 mol) of pyridine was added to a solution which had been obtained by adding 500 ml of chloroform to 120 g (0.5 mol) of o-hydroxymethylphenoxy methylstyrene. 71.4 g (0.6 mol) of thionyl chloride was dropwise added to the mixture with stirring while keeping the temperature at 3° to 4° C. in an ice bath. The mixture was stirred at the same temperature for 1 hour and then at a temperature of 30° C. for 1 hour. After being washed with water, the mixture was dried by sodium sulfate. The chl... The solvent is C(Cl)(Cl)Cl (chloroform). Reactants: N1=CC=CC=C1 (pyridine), OCC1=C(C=CCOC2=CC=CC=C2)C=CC=C1 (o-hydroxymethylphenoxy methylstyrene), S(=O)(Cl)Cl (thionyl chloride). Starting materials: [Br-], C1CCOC1, CON(C)C(=O)C(C)NC(=O)OC(C)(C)C, Cc1cccc([Mg+])c1. Yields the product Cc1cccc(C(O)C(C)NC(=O)OC(C)(C)C)c1. Reaction SMILES: [Br-:17].[CH2:26]1[O:27][CH2:28][CH2:29][CH2:30]1.[CH3:1][O:2][N:3]([C:4]([CH:5]([CH3:6])[NH:7][C:8]([O:9][C:10]([CH3:11])([CH3:12])[CH3:13])=[O:14])=[O:15])[CH3:16].[c:18]1([CH3:25])[cH:19][c:20]([Mg+:24])[cH:21][cH:22][cH:23]1>>[CH:4]([CH:5]([CH3:6])[NH:7][C:8]([O:9][C:10]([CH3:11])([CH3:12])[CH3:13])=[O:14])([OH:15])[c:20]1[cH:19][c:18]([CH3:25])[cH:23][cH:22][cH:21]1. Starting materials: C(#N)C=C1CC(C1)(C(=O)OC(C)C)C(=O)OC(C)C (Diisopropyl 3-(cyanomethylene)cyclobutane-1,1-dicarboxylate), N1N=CC(=C1)C=1C2=C(N=CN1)N(C=C2)COCC[Si](C)(C)C (4-(1H-pyrazol-4-yl)-7-[2-(trimethylsilyl)ethoxy]methyl-7H-pyrrolo[2,3-d]pyrimidine), N12CCCCCC2=NCCC1 (1,8-diazabicyclo[5.4.0]undec-7-ene). Solvent: C(C)#N (acetonitrile). Run at temperature 50 celsius. The product is C(#N)CC1(CC(C1)(C(=O)OC(C)C)C(=O)OC(C)C)N1N=CC(=C1)C=1C2=C(N=CN1)N(C=C2)COCC[Si](C)(C)C (diisopropyl 3-(cyanomethyl)-3-[4-(7-[2-(trimethylsilyl)ethoxy]methyl-7H-pyrrolo[2,3-d]pyrimidin-4-yl)-1H-pyrazol-1-yl]cyclobutane-1,1-dicarboxylate). Isolated yield 17.2%. Reaction SMILES: [C:1]([CH:3]=[C:4]1[CH2:7][C:6]([C:14]([O:16][CH:17]([CH3:19])[CH3:18])=[O:15])([C:8]([O:10][CH:11]([CH3:13])[CH3:12])=[O:9])[CH2:5]1)#[N:2].[NH:20]1[CH:24]=[C:23]([C:25]2[C:26]3[CH:33]=[CH:32][N:31]([CH2:34][O:35][CH2:36][CH2:37][Si:38]([CH3:41])([CH3:40])[CH3:39])[C:27]=3[N:28]=[CH:29][N:30]=2)[CH:22]=[N:21]1.N12CCCN=C1CCCCC2>C(#N)C>[C:1]([CH2:3][C:4]1([N:20]2[CH:24]=[C:23]([C:25]3[C:26]4[CH:33]=[CH:32][N:31]([CH2:34][O:35][CH2:36][CH2:37][Si:38]([CH3:41])([CH3:40])[CH3:39])[C:27]=4[N:28]=[CH:29][N:30]=3)[CH:22]=[N:21]2)[CH2:5][C:6]([C:8]([O:10][CH:11]([CH3:12])[CH3:13])=[O:9])([C:14]([O:16][CH:17]([CH3:19])[CH3:18])=[O:15])[CH2:7]1)#[N:2]. Procedure: Diisopropyl 3-(cyanomethylene)cyclobutane-1,1-dicarboxylate (2.65 g, 0.00999 mol) was combined with 4-(1H-pyrazol-4-yl)-7-[2-(trimethylsilyl)ethoxy]methyl-7H-pyrrolo[2,3-d]pyrimidine (1 g, 0.003 mol) in acetonitrile (10 mL) and 1,8-diazabicyclo[5.4.0]undec-7-ene (0.5 mL, 0.003 mol) was added under N2. The mixture was heated at 50° C. overnight. The reaction was concentrated and purified with Combiflash (silica gel, 0-50% EtOAc/Hex) to give the desired product (0.3 g) as colorless oil. LCMS calcu...